This data is from the Open Reaction Database (ORD), a public repository of structured organic reaction records. The task is: describe an organic reaction: reactants, conditions, products, and yield The reactants are Cc1nc2ccc(Br)cc2c(N2CCOCC2)c1S(C)(=O)=O, [K+], [K+], [K+], O=P([O-])([O-])[O-], [Pd], c1ccc(P(c2ccccc2)c2ccccc2)cc1, OB(O)C1CC1c1ccccc1, c1ccc(P(c2ccccc2)c2ccccc2)cc1, c1ccc(P(c2ccccc2)c2ccccc2)cc1, c1ccc(P(c2ccccc2)c2ccccc2)cc1. Yields the product Cc1nc2ccc(C3CC3c3ccccc3)cc2c(N2CCOCC2)c1S(C)(=O)=O. Reaction SMILES: [Br:1][c:2]1[cH:3][c:4]2[c:5]([N:17]3[CH2:18][CH2:19][O:20][CH2:21][CH2:22]3)[c:6]([S:13](=[O:14])(=[O:15])[CH3:16])[c:7]([CH3:12])[n:8][c:9]2[cH:10][cH:11]1.[K+:40].[K+:41].[K+:42].[P:35]([O-:36])([O-:37])([O-:38])=[O:39].[Pd:43].[c:101]1([P:102]([c:103]2[cH:104][cH:105][cH:106][cH:107][cH:108]2)[c:109]2[cH:110][cH:111][cH:112][cH:113][cH:114]2)[cH:115][cH:116][cH:117][cH:118][cH:119]1.[c:23]1([CH:29]2[CH:30]([B:32]([OH:33])[OH:34])[CH2:31]2)[cH:24][cH:25][cH:26][cH:27][cH:28]1.[c:44]1([P:45]([c:46]2[cH:47][cH:48][cH:49][cH:50][cH:51]2)[c:52]2[cH:53][cH:54][cH:55][cH:56][cH:57]2)[cH:58][cH:59][cH:60][cH:61][cH:62]1.[c:63]1([P:64]([c:65]2[cH:66][cH:67][cH:68][cH:69][cH:70]2)[c:71]2[cH:72][cH:73][cH:74][cH:75][cH:76]2)[cH:77][cH:78][cH:79][cH:80][cH:81]1.[c:82]1([P:83]([c:84]2[cH:85][cH:86][cH:87][cH:88][cH:89]2)[c:90]2[cH:91][cH:92][cH:93][cH:94][cH:95]2)[cH:96][cH:97][cH:98][cH:99][cH:100]1>>[c:2]1([CH:30]2[CH:29]([c:23]3[cH:24][cH:25][cH:26][cH:27][cH:28]3)[CH2:31]2)[cH:3][c:4]2[c:5]([N:17]3[CH2:18][CH2:19][O:20][CH2:21][CH2:22]3)[c:6]([S:13](=[O:14])(=[O:15])[CH3:16])[c:7]([CH3:12])[n:8][c:9]2[cH:10][cH:11]1. Starting materials: CCC(C)(C)O, Cc1ccccc1, ClCc1ccccc1, [I-], [Na+], [Na+], [OH-], c1c[nH]nn1. Yields the product c1ccc(Cn2ccnn2)cc1. RXN SMILES: [C:18]([OH:19])([CH2:20][CH3:21])([CH3:22])[CH3:23].[CH3:24][c:25]1[cH:26][cH:27][cH:28][cH:29][cH:30]1.[Cl:10][CH2:11][c:12]1[cH:13][cH:14][cH:15][cH:16][cH:17]1.[I-:7].[Na+:6].[Na+:9].[OH-:8].[nH:1]1[n:2][n:3][cH:4][cH:5]1>>[n:1]1([CH2:11][c:12]2[cH:13][cH:14][cH:15][cH:16][cH:17]2)[n:2][n:3][cH:4][cH:5]1.